describe an organic reaction: reactants, conditions, products, and yield From a dataset of the Open Reaction Database (ORD), a public repository of structured organic reaction records. Procedure: 3-Cyano-5-fluorophenylboronic acid (83 mg, 0.50 mmol) was added to 7′-bromo-5″-methyl-3′,4′-dihydrodispiro[cyclopropane-1,2′-naphthalene-1′,2″-imidazol]-4″-amine (Example 1, 100 mg, 0.31 mmol) in dry 2-Me THF (2.85 mL), followed by aq. potassium carbonate (2.0 M, 0.471 mL, 0.94 mmol). Argon was bubbled through the mixture for one min. and then sodium tetrachloropalladate(II) (9.3 mg, 0.03 mmol) and 3-(di-tert-butylphosphonium)propane sulfonate (16.9 mg, 0.06 mmol) were added and the mixture was ... Reactants: 2-Me THF, C(#N)C=1C=C(C=C(C1)F)B(O)O (3-Cyano-5-fluorophenylboronic acid), BrC1=CC=C2CCC3(CC3)C3(N=C(C(=N3)N)C)C2=C1 (7′-Bromo-5″-methyl-3′,4′-dihydrodispiro[cyclopropane-1,2′-naphthalene-1′,2″-imidazol]-4″-amine), C([O-])([O-])=O.[K+].[K+] (potassium carbonate), CC(C)(C)[PH+](CCCS(=O)(=O)[O-])C(C)(C)C (3-(di-tert-butylphosphonium)propane sulfonate). Yields the product NC1=NC2(N=C1C)C1(CCC3=CC=C(C=C32)C=3C=C(C#N)C=C(C3)F)CC1 (3-(4″-Amino-5″-methyl-3′,4′-dihydrodispiro[cyclopropane-1,2′-naphthalene-1′,2″-imidazol]-7′-yl)-5-fluorobenzonitrile). Run at temperature 100 celsius. RXN SMILES: [C:1]([C:3]1[CH:4]=[C:5](B(O)O)[CH:6]=[C:7]([F:9])[CH:8]=1)#[N:2].Br[C:14]1[CH:31]=[C:30]2[C:17]([CH2:18][CH2:19][C:20]3([C:23]42[N:27]=[C:26]([NH2:28])[C:25]([CH3:29])=[N:24]4)[CH2:22][CH2:21]3)=[CH:16][CH:15]=1.C(=O)([O-])[O-].[K+].[K+].CC([PH+](C(C)(C)C)CCCS([O-])(=O)=O)(C)C>[Cl-].[Na+].O.[Na+].[Na+].Cl[Pd+2](Cl)(Cl)Cl.CCOC(C)=O.O>[NH2:28][C:26]1[C:25]([CH3:29])=[N:24][C:23]2([C:30]3[C:17](=[CH:16][CH:15]=[C:14]([C:5]4[CH:4]=[C:3]([CH:8]=[C:7]([F:9])[CH:6]=4)[C:1]#[N:2])[CH:31]=3)[CH2:18][CH2:19][C:20]32[CH2:21][CH2:22]3)[N:27]=1 |f:2.3.4,6.7.8,9.10.11|. The yield is 86.4%. Reagents/catalysts: [Na+].[Na+].Cl[Pd+2](Cl)(Cl)Cl (sodium tetrachloropalladate(II)). Solvent: [Cl-].[Na+].O (brine), CCOC(=O)C (EtOAc), O (Water), 2-Me THF. Procedure details: A mixture of 5 ml of cyclopropylamine and 10 ml of water was added to a solution of 1 gram (3.9 mmole) of 3-tert-butylsulfamoyl-benzenesulfonyl chloride in ethyl acetate. The mixture was stirred at room temperature for 2 hours. The ethyl acetate layer was separated, dried over magnesium sulfate and concentrated in vacuo to an oil which crystallized from isopropyl ether to give 839 mg of the titled compound as a solid. Run in C(C)(=O)OCC (ethyl acetate). Yields the product C1(CC1)NS(=O)(=O)C=1C=C(C=CC1)S(=O)(=O)NC(C)(C)C (Benzene-1,3-disulfonic acid tert-butyl-amide cyclopropylamide). Conditions: time 2 hour. Reactants: C1(CC1)N (cyclopropylamine), O (water), C(C)(C)(C)NS(=O)(=O)C=1C=C(C=CC1)S(=O)(=O)Cl (3-tert-butylsulfamoyl-benzenesulfonyl chloride). RXN SMILES: [CH:1]1([NH2:4])[CH2:3][CH2:2]1.O.[C:6]([NH:10][S:11]([C:14]1[CH:15]=[C:16]([S:20](Cl)(=[O:22])=[O:21])[CH:17]=[CH:18][CH:19]=1)(=[O:13])=[O:12])([CH3:9])([CH3:8])[CH3:7]>C(OCC)(=O)C>[CH:1]1([NH:4][S:20]([C:16]2[CH:15]=[C:14]([S:11]([NH:10][C:6]([CH3:9])([CH3:8])[CH3:7])(=[O:13])=[O:12])[CH:19]=[CH:18][CH:17]=2)(=[O:22])=[O:21])[CH2:3][CH2:2]1. The reactants are ON=C(N)C1CC2=CC(=C(C=C2C1)OC)OC (2,3-dihydro-N'-hydroxy-5,6-dimethoxy-1H-indene-2-carboximidamide), ice water, C(C)(=O)OC(C)=O (acetic acid anhydride). Yields the product C(C)(=O)ON=C(N)C1CC2=CC(=C(C=C2C1)OC)OC (N'-acetyloxy-2,3-dihydro-5,6-dimethoxy-1H-indene-2-carboximidamide). RXN SMILES: [OH:1][N:2]=[C:3]([CH:5]1[CH2:13][C:12]2[C:7](=[CH:8][C:9]([O:16][CH3:17])=[C:10]([O:14][CH3:15])[CH:11]=2)[CH2:6]1)[NH2:4].[C:18](OC(=O)C)(=[O:20])[CH3:19]>>[C:18]([O:1][N:2]=[C:3]([CH:5]1[CH2:13][C:12]2[C:7](=[CH:8][C:9]([O:16][CH3:17])=[C:10]([O:14][CH3:15])[CH:11]=2)[CH2:6]1)[NH2:4])(=[O:20])[CH3:19]. Procedure details: A suspension of 6.6 g (28 mmol) 2,3-dihydro-N'-hydroxy-5,6-dimethoxy-1H-indene-2-carboximidamide was stirred in 50 ml of acetic acid anhydride for 1 hour at room temperature. The suspension was subsequently poured out into 500 ml of ice water and, after 2 hours stirring, was drawn off and washed to neutral with water.